This data is from the Open Reaction Database (ORD), a public repository of structured organic reaction records. The task is: describe an organic reaction: reactants, conditions, products, and yield The reactants are BrC=1C=C(C=2C=NN(C2C1)C)C(=O)O (6-Bromo-1-methyl-1H-indazole-4-carboxylic acid), S(=O)(Cl)Cl (thionyl chloride), C[C@@H]1CN(C[C@@H](O1)C)CC(=O)NN (2-[(2R,6S)-2,6-dimethyl-4-morpholinyl]acetohydrazide), CCN(C(C)C)C(C)C (DIPEA). The solvent is O1CCCC1 (tetrahydrofuran). Conditions: temperature 100 celsius. The product is BrC=1C=C(C=2C=NN(C2C1)C)C(=O)NNC(CN1C[C@H](O[C@H](C1)C)C)=O (6-Bromo-N′-{[(2R,6S)-2,6-dimethyl-4-morpholinyl]acetyl}-1-methyl-1H-indazole-4-carbohydrazide). The yield is 60.7%. Reaction SMILES: [Br:1][C:2]1[CH:3]=[C:4]([C:12]([OH:14])=O)[C:5]2[CH:6]=[N:7][N:8]([CH3:11])[C:9]=2[CH:10]=1.S(Cl)(Cl)=O.[CH3:19][C@H:20]1[O:25][C@@H:24]([CH3:26])[CH2:23][N:22]([CH2:27][C:28]([NH:30][NH2:31])=[O:29])[CH2:21]1.CCN(C(C)C)C(C)C>O1CCCC1>[Br:1][C:2]1[CH:3]=[C:4]([C:12]([NH:31][NH:30][C:28](=[O:29])[CH2:27][N:22]2[CH2:23][C@H:24]([CH3:26])[O:25][C@H:20]([CH3:19])[CH2:21]2)=[O:14])[C:5]2[CH:6]=[N:7][N:8]([CH3:11])[C:9]=2[CH:10]=1. Procedure details: 6-Bromo-1-methyl-1H-indazole-4-carboxylic acid (480 mg, 1.882 mmol) was suspended in thionyl chloride (4.12 ml, 56.5 mmol) and heated to 100° C. for 30 mins. The thionyl chloride was removed in vacuo and excess azeotroped with dry diethyl ether to give a yellow solid. This was dissolved in dry tetrahydrofuran (THF) (15 ml) and 2-[(2R,6S)-2,6-dimethyl-4-morpholinyl]acetohydrazide (529 mg, 2.82 mmol) and DIPEA (1.315 ml, 7.53 mmol) were added. The reaction mixture was heated to 60° C. for 20 mins.... Starting materials: OCCN(S(=O)(=O)C1=C(C=CC=C1)[N+](=O)[O-])CCO (N,N-Bis-(2-hydroxy-ethyl)-2-nitrobenzenesulfonamide), N1=C(C=C(C=C1C)C)C (2,4,6-collidine), S(=O)(=O)(C(F)(F)F)OS(=O)(=O)C(F)(F)F (Triflic anhydride). The solvent is C(Cl)Cl (methylene chloride), C(Cl)(Cl)Cl (chloroform). Run at temperature 0 celsius, time 2 hour. Product: FC(S(=O)(=O)OCCN(S(=O)(=O)C1=C(C=CC=C1)[N+](=O)[O-])CCOS(=O)(=O)C(F)(F)F)(F)F (N,N-Bis-(2-trifluoromethanesulfonyloxyethyl)-2-nitrobenzenesulfonamide). RXN SMILES: S([O:8][S:9]([C:12]([F:15])([F:14])[F:13])(=[O:11])=[O:10])(C(F)(F)F)(=O)=O.[OH:16][CH2:17][CH2:18][N:19]([CH2:32][CH2:33]O)[S:20]([C:23]1[CH:28]=[CH:27][CH:26]=[CH:25][C:24]=1[N+:29]([O-:31])=[O:30])(=[O:22])=[O:21].N1C(C)=CC(C)=CC=1C>C(Cl)Cl.C(Cl)(Cl)Cl>[F:13][C:12]([F:15])([F:14])[S:9]([O:16][CH2:17][CH2:18][N:19]([CH2:32][CH2:33][O:8][S:9]([C:12]([F:13])([F:14])[F:15])(=[O:10])=[O:11])[S:20]([C:23]1[CH:28]=[CH:27][CH:26]=[CH:25][C:24]=1[N+:29]([O-:31])=[O:30])(=[O:22])=[O:21])(=[O:10])=[O:8]. Procedure details: Triflic anhydride (13.6 g, 48.3 mmol) was added dropwise with stirring to a 0° C. solution of N,N-bis-(2-hydroxyethyl)-2-nitrobenzenesulfonamide (7.00 g, 24.1 mmol) from Example 16A and 2,4,6-collidine (5.85 g, 48.3 mmol) in anhydrous methylene chloride (50 mL) (J. A. Kozlowski, et al., Bioorg. Med. Chem. Lett. 12: 791-794, 2002). Reaction stirred two hours at 0° C. and then overnight at room temperature. Reaction diluted with chloroform, washed with saturated NaHCO3 and brine, dried over Na2SO4... The reactants are CC(=O)N(C)c1ccc(S(=O)(=O)Cl)cc1, NC1Cc2ccccc2C1, CC(=O)[O-], CCO, Cl, [Na+], O. Product: CC(=O)N(C)c1ccc(S(=O)(=O)NC2Cc3ccccc3C2)cc1. As a reaction SMILES: [C:12]([CH3:13])(=[O:14])[N:15]([CH3:16])[c:17]1[cH:18][cH:19][c:20]([S:23](=[O:24])(=[O:25])[Cl:26])[cH:21][cH:22]1.[CH2:2]1[CH:3]([NH2:11])[CH2:4][c:5]2[cH:6][cH:7][cH:8][cH:9][c:10]21.[CH3:28][C:29](=[O:30])[O-:31].[CH3:33][CH2:34][OH:35].[ClH:1].[Na+:27].[OH2:32]>>[CH2:2]1[CH:3]([NH:11][S:23]([c:20]2[cH:19][cH:18][c:17]([N:15]([C:12]([CH3:13])=[O:14])[CH3:16])[cH:22][cH:21]2)(=[O:24])=[O:25])[CH2:4][c:5]2[cH:6][cH:7][cH:8][cH:9][c:10]21. The reactants are BrC1=CC=C(S1)S(=O)(=O)NC1=CC(=CC=C1)C1=NN=NN1 (5-bromo-N-[3-(1H-tetrazol-5-yl)phenyl]thiophene-2-sulfonamide), BrC1=CC=C(S1)S(=O)(=O)NC1=CC(=CC=C1)C1=NN=NN1 (5-bromo-N-[3-(1H-tetrazol-5-yl)phenyl]thiophene-2-sulfonamide), FC(C=1C=C(C=CC1)B(O)O)(F)F (3-trifluoromethylphenylboronic acid). Yields the product N1N=NN=C1C=1C=C(C=CC1)NS(=O)(=O)C=1SC(=CC1)C1=CC(=CC=C1)C(F)(F)F (N-[3-(1H-Tetrazol-5-yl)phenyl]-5-[3-(trifluoromethyl)phenyl]thiophene-2-sulfonamide). Isolated yield 48.0%. As a reaction SMILES: Br[C:2]1[S:6][C:5]([S:7]([NH:10][C:11]2[CH:16]=[CH:15][CH:14]=[C:13]([C:17]3[NH:21][N:20]=[N:19][N:18]=3)[CH:12]=2)(=[O:9])=[O:8])=[CH:4][CH:3]=1.[F:22][C:23]([F:34])([F:33])[C:24]1[CH:25]=[C:26](B(O)O)[CH:27]=[CH:28][CH:29]=1>>[NH:21]1[C:17]([C:13]2[CH:12]=[C:11]([NH:10][S:7]([C:5]3[S:6][C:2]([C:28]4[CH:27]=[CH:26][CH:25]=[C:24]([C:23]([F:34])([F:33])[F:22])[CH:29]=4)=[CH:3][CH:4]=3)(=[O:9])=[O:8])[CH:16]=[CH:15][CH:14]=2)=[N:18][N:19]=[N:20]1. Procedure: The product was prepared according to General Procedure 3, described in Example 22, using 5-bromo-N-[3-(1H-tetrazol-5-yl)phenyl]thiophene-2-sulfonamide (Intermediate 17) (19 mg, 0.055 mmol) and 3-trifluoromethylphenylboronic acid (11 mg, 0.06 mmol). The title compound was obtained in 48% yield (10.8 mg). MS (ESI+) calcd mass for C18H12F3N5O2S2 451.038451, found 451.038591. Reactants: NC1[C@@H]2N(C(=C(CS2)C(CCS(N)(=O)=O)SC2=NN=NN2)C(=O)O)C1=O (7-amino-3-[1-(2-sulfamoylethyl)tetrazol-5-ylthiomethyl]-3-cephem-4-carboxylic acid), CN(C=O)C (dimethylformamide), ester, FC(CS(=O)CC(=O)O)(F)F (2,2,2-trifluoroethylsulfinylacetic acid). Run in C(C)N(CC)CC (triethylamine). Product: FC(CS(=O)CC(=O)NC1[C@@H]2N(C(=C(CS2)C(CCS(N)(=O)=O)SC2=NN=NN2)C(=O)O)C1=O)(F)F (7-(2,2,2-Trifluoroethylsulfinylacetamido)-3-[1-(2-sulfamoylethyl)tetrazol-5-ylthiomethyl]-3-cephem-4-carboxylic acid). As a reaction SMILES: [NH2:1][CH:2]1[C:25](=[O:26])[N:4]2[C:5]([C:22]([OH:24])=[O:23])=[C:6]([CH:9]([S:16][C:17]3[NH:21][N:20]=[N:19][N:18]=3)[CH2:10][CH2:11][S:12](=[O:15])(=[O:14])[NH2:13])[CH2:7][S:8][C@H:3]12.CN(C)C=O.[F:32][C:33]([F:42])([F:41])[CH2:34][S:35]([CH2:37][C:38](O)=[O:39])=[O:36]>C(N(CC)CC)C>[F:32][C:33]([F:42])([F:41])[CH2:34][S:35]([CH2:37][C:38]([NH:1][CH:2]1[C:25](=[O:26])[N:4]2[C:5]([C:22]([OH:24])=[O:23])=[C:6]([CH:9]([S:16][C:17]3[NH:18][N:19]=[N:20][N:21]=3)[CH2:10][CH2:11][S:12](=[O:14])(=[O:15])[NH2:13])[CH2:7][S:8][C@H:3]12)=[O:39])=[O:36]. Procedure: A suspension of 4.17 g. (0.01 mol.) of 7-amino-3-[1-(2-sulfamoylethyl)tetrazol-5-ylthiomethyl]-3-cephem-4-carboxylic acid in 50 ml. of dry dimethylformamide is treated with 2 ml. of triethylamine and the mixture is stirred for 15 minutes at 25°. A slight excess of 0.01 mol. of the activated ester of 2,2,2-trifluoroethylsulfinylacetic acid is added to the mixture and it is stirred an additional hour. The reaction mixture is evaporated to dryness and water and ethyl acetate are added to the residu... Reactants: FC1=C(C(=O)N=C=O)C(=CC=C1)F (2,6-difluorobenzoyl isocyanate), ClC1=CC=C(C=C1)NSC1=C(C=CC=C1)[N+](=O)[O-] (N-(4-chlorophenyl)-2-nitrobenzenesulphenamide). Reagents/catalysts: C(C)N(CC)CC (triethylamine). The solvent is C1(=CC=CC=C1)C (toluene), same solvent. Reaction conditions: temperature -5 celsius, time 8 hour. Product: ClC1=CC=C(C=C1)N(SC1=C(C=CC=C1)[N+](=O)[O-])C(=O)NC(C1=C(C=CC=C1F)F)=O (N-[[[4-Chlorophenyl]-N-[(2-nitrophenyl)thio]amino]carbonyl]-2,6-difluorobenzamide). RXN SMILES: [F:1][C:2]1[CH:12]=[CH:11][CH:10]=[C:9]([F:13])[C:3]=1[C:4]([N:6]=[C:7]=[O:8])=[O:5].[Cl:14][C:15]1[CH:20]=[CH:19][C:18]([NH:21][S:22][C:23]2[CH:28]=[CH:27][CH:26]=[CH:25][C:24]=2[N+:29]([O-:31])=[O:30])=[CH:17][CH:16]=1>C1(C)C=CC=CC=1.C(N(CC)CC)C>[Cl:14][C:15]1[CH:16]=[CH:17][C:18]([N:21]([C:7]([NH:6][C:4](=[O:5])[C:3]2[C:2]([F:1])=[CH:12][CH:11]=[CH:10][C:9]=2[F:13])=[O:8])[S:22][C:23]2[CH:28]=[CH:27][CH:26]=[CH:25][C:24]=2[N+:29]([O-:31])=[O:30])=[CH:19][CH:20]=1. Reported procedure: A solution of 1.8 g of 2,6-difluorobenzoyl isocyanate in 15 ml of dry toluene was added over 15 minutes to a stirred solution of 2.8 g of N-(4-chlorophenyl)-2-nitrobenzenesulphenamide in 35 ml of the same solvent at room temperature. After stirring overnight, the reaction was incomplete. A few drops of triethylamine were added, and after a further 24 hours, the reaction mixture was cooled to -5° C. and filtered, and the pale yellow product was washed with cold toluene. Traces of toluene were rem... Starting materials: C(#N)Br (bromocyanogen), CCOCC (ether), CNCC1C2=C(CC3=C(N1)C=CC=C3)C=CC=C2 (6-methylaminomethyl-6,11-dihydro-5H-dibenz-[b,e]-azepine), CNCC1C2=C(CC3=C(N1)C=CC=C3)C=CC=C2 (6-methylaminomethyl-6,11-dihydro-5H-dibenz-[b,e]-azepine). Solvent: O1CCCC1 (tetrahydrofuran), C(C)O (ethanol). Product: Br.CN1C(N2C(C3=C(CC4=C2C=CC=C4)C=CC=C3)C1)=N (2-Methyl-3-imino-1,2,9,13b-tetrahydro-3-H-dibenz-[c,f]-imidazo-[1,5-a]-azepine hydrobromide). RXN SMILES: [CH3:1][NH:2][CH2:3][CH:4]1[NH:10][C:9]2[CH:11]=[CH:12][CH:13]=[CH:14][C:8]=2[CH2:7][C:6]2[CH:15]=[CH:16][CH:17]=[CH:18][C:5]1=2.[C:19]([Br:21])#[N:20].CCOCC>C(O)C.O1CCCC1>[BrH:21].[CH3:1][N:2]1[CH2:3][CH:4]2[C:5]3[CH:18]=[CH:17][CH:16]=[CH:15][C:6]=3[CH2:7][C:8]3[CH:14]=[CH:13][CH:12]=[CH:11][C:9]=3[N:10]2[C:19]1=[NH:20] |f:5.6|. Reported procedure: A suspension of 7.15 gm (0.03 mol) of 6-methylaminomethyl-6,11-dihydro-5H-dibenz-[b,e]-azepine [formula II; R1 to R4 =H; R6 =--CH3 ; X=--CH2 --; broken line=single bond] in 70 ml of absolute ethanol was mixed with a solution of 3.2 gum (0.03 mol) of bromocyanogen in 8 ml of absolute tetrahydrofuran, while stirring. Accompanied by a slightly exothermic reaction, a solution was formed which was stirred after four hours of standing at ambient temperature. The reaction solution was then mixed with e... The reactants are C1C(CC2=CC=CC=C12)NC(C)=O (N-(2,3-dihydro-1H-inden-2-yl)acetamide), ClCCCCC(=O)Cl (5-chlorovaleryl chloride). Yields the product ClCCCCC(=O)C=1C=C2CC(CC2=CC1)NC(C)=O (N-[5-(5-chloropentanoyl)-2,3-dihydro-1H-inden-2-yl]acetamide). As a reaction SMILES: [CH2:1]1[C:9]2[C:4](=[CH:5][CH:6]=[CH:7][CH:8]=2)[CH2:3][CH:2]1[NH:10][C:11](=[O:13])[CH3:12].[Cl:14][CH2:15][CH2:16][CH2:17][CH2:18][C:19](Cl)=[O:20]>>[Cl:14][CH2:15][CH2:16][CH2:17][CH2:18][C:19]([C:6]1[CH:5]=[C:4]2[C:9](=[CH:8][CH:7]=1)[CH2:1][CH:2]([NH:10][C:11](=[O:13])[CH3:12])[CH2:3]2)=[O:20]. Reported procedure: Using N-(2,3-dihydro-1H-inden-2-yl)acetamide and 5-chlorovaleryl chloride according to the same method as that of Reference Example 1, the title compound was obtained as colorless crystals having a melting point of 106 to 108° C.